The task is: describe an organic reaction: reactants, conditions, products, and yield. This data is from the Open Reaction Database (ORD), a public repository of structured organic reaction records. The reactants are COc1cc([N+](=O)[O-])c(C#N)cc1C, O, O=S(=O)(O)O. Product: COc1cc([N+](=O)[O-])c(C(N)=O)cc1C. Reaction SMILES: [CH3:1][O:2][c:3]1[cH:4][c:5]([N+:12](=[O:13])[O-:14])[c:6]([C:7]#[N:8])[cH:9][c:10]1[CH3:11].[OH2:20].[S:15]([OH:16])(=[O:17])(=[O:18])[OH:19]>>[CH3:1][O:2][c:3]1[cH:4][c:5]([N+:12](=[O:13])[O-:14])[c:6]([C:7]([NH2:8])=[O:16])[cH:9][c:10]1[CH3:11]. RXN SMILES: [C:5](#[N:6])[c:7]1[cH:8][cH:9][c:10]([CH2:13][n:14]2[cH:15][n:16][cH:17][c:18]2[CH2:19][CH2:20][CH2:21][OH:22])[cH:11][cH:12]1.[CH2:23]([Cl:24])[Cl:25].[S:1]([Cl:2])([Cl:3])=[O:4]>>[Cl:3][CH2:21][CH2:20][CH2:19][c:18]1[n:14]([CH2:13][c:10]2[cH:9][cH:8][c:7]([C:5]#[N:6])[cH:12][cH:11]2)[cH:15][n:16][cH:17]1. The product is N#Cc1ccc(Cn2cncc2CCCCl)cc1. The reactants are N#Cc1ccc(Cn2cncc2CCCO)cc1, ClCCl, O=S(Cl)Cl. The reactants are FC(F)(F)CCBr, COc1ccc(CC(C#N)C#N)cc1, CN(C)C=O, [H-], [Na+]. The product is COc1ccc(CC(C#N)(C#N)CCC(F)(F)F)cc1. Reaction SMILES: [Br:17][CH2:18][CH2:19][C:20]([F:21])([F:22])[F:23].[CH3:1][O:2][c:3]1[cH:4][cH:5][c:6]([CH2:7][CH:8]([C:9]#[N:10])[C:11]#[N:12])[cH:13][cH:14]1.[CH3:24][N:25]([CH3:26])[CH:27]=[O:28].[H-:15].[Na+:16]>>[CH3:1][O:2][c:3]1[cH:4][cH:5][c:6]([CH2:7][C:8]([C:9]#[N:10])([C:11]#[N:12])[CH2:18][CH2:19][C:20]([F:21])([F:22])[F:23])[cH:13][cH:14]1. The reactants are [Na] (sodium), CO (MeOH), C(C1=CC=CC=C1)N1C(=C(C2=CC(=C(C=C12)I)F)C(=O)NCC1=CC(=C(C=C1)F)F)C(C)C (1-benzyl-N-(3,4-difluorobenzyl)-5-fluoro-6-iodo-2-isopropyl-1H-indole-3-carboxamide), C(C1=CC=CC=C1)N1C(=C(C2=CC(=C(C=C12)I)F)C(=O)NCC1=CC(=C(C=C1)F)F)C(C)C (1-benzyl-N-(3,4-difluorobenzyl)-5-fluoro-6-iodo-2-isopropyl-1H-indole-3-carboxamide), C[O-].[Na+] (sodium methoxide). The reagents and catalysts are [Cu]I (CuI). Run in CN(C)C=O (DMF). Conditions: temperature 110 celsius. The product is C(C1=CC=CC=C1)N1C(=C(C2=CC(=C(C=C12)OC)F)C(=O)NCC1=CC(=C(C=C1)F)F)C(C)C (1-Benzyl-N-(3,4-difluorobenzyl)-5-fluoro-2-isopropyl-6-methoxy-1H-indole-3-carboxamide). Reaction SMILES: [CH3:1][O-:2].[Na+].[Na].CO.[CH2:7]([N:14]1[C:22]2[C:17](=[CH:18][C:19]([F:24])=[C:20](I)[CH:21]=2)[C:16]([C:25]([NH:27][CH2:28][C:29]2[CH:34]=[CH:33][C:32]([F:35])=[C:31]([F:36])[CH:30]=2)=[O:26])=[C:15]1[CH:37]([CH3:39])[CH3:38])[C:8]1[CH:13]=[CH:12][CH:11]=[CH:10][CH:9]=1>CN(C=O)C.[Cu]I>[CH2:7]([N:14]1[C:22]2[C:17](=[CH:18][C:19]([F:24])=[C:20]([O:2][CH3:1])[CH:21]=2)[C:16]([C:25]([NH:27][CH2:28][C:29]2[CH:34]=[CH:33][C:32]([F:35])=[C:31]([F:36])[CH:30]=2)=[O:26])=[C:15]1[CH:37]([CH3:39])[CH3:38])[C:8]1[CH:13]=[CH:12][CH:11]=[CH:10][CH:9]=1 |f:0.1,^1:3|. Procedure: To a mixture of sodium methoxide (freshly prepared from 25 mg sodium and 1 ml MeOH) and CuI (30 mg, 0.16 mmol) was added a solution of 1-benzyl-N-(3,4-difluorobenzyl)-5-fluoro-6-iodo-2-isopropyl-1H-indole-3-carboxamide (Compound 179, 30 mg, 0.053 mmol) in DMF (0.5 ml). The reaction was heated to 110 ° C. for 16 h, and was filtered and concentrated. The residue was purified by chromatography on silica gel (0→30% EtOAc-hexanes) to yield the title compound. The reactants are CC1(NC(OC1C#C[Si](C)(C)C)=O)C (4,4-Dimethyl-5-trimethylsilylethynyl-2-oxazolidinone), C(=O)([O-])[O-].[K+].[K+] (K2CO3). Solvent: CO (methanol). Run at time 30 minute. Product: CC1(NC(OC1C#C)=O)C (4,4-Dimethyl-5-ethynyl-2-oxazolidinone). Isolated yield 52.7%. RXN SMILES: [CH3:1][C:2]1([CH3:14])[CH:6]([C:7]#[C:8][Si](C)(C)C)[O:5][C:4](=[O:13])[NH:3]1.C([O-])([O-])=O.[K+].[K+]>CO>[CH3:1][C:2]1([CH3:14])[CH:6]([C:7]#[CH:8])[O:5][C:4](=[O:13])[NH:3]1 |f:1.2.3|. Procedure: A mixture of 4,4-Dimethyl-5-trimethylsilylethynyl-2-oxazolidinone (15.0 mmol) and K2CO3 (4.1 g, 30.0 mmol) in methanol (30.0 mL) was stirred at room temperature for 30 min. The solid was filtered off and washed with ether. The filtrate was concentrated, dissolved in ether (100 mL), washed with water (50 mL) and brine (50 mL), and dried over sodium sulfate. Solvent removal afforded 1.10 g (53%) of 4,4-Dimethyl-5-ethynyl-2-oxazolidinone as a yellow oil: 1H NMR (CDCl3) δ 1.37 (s, 3H), 1.39 (s, 3H),... Reactants: [Si](C)(C)(C(C)(C)C)Cl (tert-butyldimethylsilyl chloride), C(CCC)[Li] (n-butyllithium), CCCCCC (hexane), O[C@H](C)[C@@H]1C(N[C@@H]1C#C[Si](C)(C)C)=O (Cis-3-[(R)-1-hydroxyethyl]-4-trimethylsilylethynyl-2-azetidinone). Run in O1CCCC1 (tetrahydrofuran), O1CCCC1 (tetrahydrofuran), O (water), C(C)(=O)OCC (ethyl acetate). Conditions: temperature -70 celsius. Yields the product [Si](C)(C)(C(C)(C)C)N1C([C@H]([C@H]1C#C[Si](C)(C)C)[C@@H](C)O)=O (cis-1-(tert-butyldimethylsilyl)-3-[(R)-1-hydroxyethyl]-4-trimethylsilylethynyl-2-azetidinone). The yield is 32.5%. As a reaction SMILES: [OH:1][C@@H:2]([C@H:4]1[C@@H:7]([C:8]#[C:9][Si:10]([CH3:13])([CH3:12])[CH3:11])[NH:6][C:5]1=[O:14])[CH3:3].C([Li])CCC.CCCCCC.[Si:26](Cl)([C:29]([CH3:32])([CH3:31])[CH3:30])([CH3:28])[CH3:27]>O1CCCC1.O.C(OCC)(=O)C>[Si:26]([N:6]1[C@H:7]([C:8]#[C:9][Si:10]([CH3:12])([CH3:11])[CH3:13])[C@H:4]([C@H:2]([OH:1])[CH3:3])[C:5]1=[O:14])([C:29]([CH3:32])([CH3:31])[CH3:30])([CH3:28])[CH3:27]. Reported procedure: Cis-3-[(R)-1-hydroxyethyl]-4-trimethylsilylethynyl-2-azetidinone (0.8 g) is dissolved in dry tetrahydrofuran (15 ml) in an argon stream, and the solution is cooled to -70° C. followed by dropwise addition of n-butyllithium (1.6M)-hexane (4.8 ml) while carefully maintaining the temperature so as not to exceed -65° C. To the mixture is added dropwise a solution of tert-butyldimethylsilyl chloride (0.86 g) in dry tetrahydrofuran (5 ml) at -70° C. or lower, and the resulting mixture is stirred at th... Starting materials: O=C([O-])[O-], CCOC(=O)Cn1c(COc2ccc(C#N)cc2)nc2ccc(N(CCN(C)C)S(C)(=O)=O)cc21, CCO, [NH4+], [NH4+]. Product: CCOC(=O)Cn1c(COc2ccc(C(=N)N)cc2)nc2ccc(N(CCN(C)C)S(C)(=O)=O)cc21. As a reaction SMILES: [C:36](=[O:37])([O-:38])[O-:39].[CH2:1]([CH3:2])[O:3][C:4](=[O:5])[CH2:6][n:7]1[c:8]([CH2:26][O:27][c:28]2[cH:29][cH:30][c:31]([C:34]#[N:35])[cH:32][cH:33]2)[n:9][c:10]2[c:11]1[cH:12][c:13]([N:16]([CH2:17][CH2:18][N:19]([CH3:20])[CH3:21])[S:22](=[O:23])(=[O:24])[CH3:25])[cH:14][cH:15]2.[CH3:42][CH2:43][OH:44].[NH4+:40].[NH4+:41]>>[CH2:1]([CH3:2])[O:3][C:4](=[O:5])[CH2:6][n:7]1[c:8]([CH2:26][O:27][c:28]2[cH:29][cH:30][c:31]([C:34]([NH2:35])=[NH:40])[cH:32][cH:33]2)[n:9][c:10]2[c:11]1[cH:12][c:13]([N:16]([CH2:17][CH2:18][N:19]([CH3:20])[CH3:21])[S:22](=[O:23])(=[O:24])[CH3:25])[cH:14][cH:15]2.